This data is from the Open Reaction Database (ORD), a public repository of structured organic reaction records. The task is: describe an organic reaction: reactants, conditions, products, and yield Reactants: COC(C)(C)OC (2,2-Dimethoxypropane), C1(=CC=C(C=C1)S(=O)(=O)[O-])C.[NH+]1=CC=CC=C1 (pyridinium p-toluenesulfonate), IC(C[C@@H](CO)O)=C ((S)-4-iodopent-4-ene-1,2-diol). Run in ClCCl (dichloromethane). Run at time 2 hour. The product is IC(C[C@@H]1OC(OC1)(C)C)=C ((S)-4-(2-iodoallyl)-2,2-dimethyl-1,3-dioxolane). Reaction SMILES: [CH3:1][O:2][C:3]([O:6][CH3:7])([CH3:5])[CH3:4].C1(C)C=CC(S([O-])(=O)=O)=CC=1.[NH+]1C=CC=CC=1.[I:25][C:26](=[CH2:32])[CH2:27][C@H](O)CO>ClCCl>[I:25][C:26](=[CH2:27])[CH2:32][C@H:1]1[CH2:7][O:6][C:3]([CH3:5])([CH3:4])[O:2]1 |f:1.2|. Procedure details: 2,2-Dimethoxypropane and pyridinium p-toluenesulfonate (PPTS) are added to a solution of (S)-4-iodopent-4-ene-1,2-diol in dichloromethane and the mixture stirred at room temperature for 2 hours. Solvents are removed under reduced pressure and the crude product purified by flash chromatography using ethyl acetate/hexane (1:10) eluant. Starting materials: O=C(Nc1ccccc1Cl)c1cc2c(s1)-c1ccc(Br)cc1OCC2, C1COCCO1, COc1ccc(P2(=S)SP(=S)(c3ccc(OC)cc3)S2)cc1. Yields the product S=C(Nc1ccccc1Cl)c1cc2c(s1)-c1ccc(Br)cc1OCC2. RXN SMILES: [Br:1][c:2]1[cH:3][cH:4][c:5]2[c:6]([cH:25]1)[O:7][CH2:8][CH2:9][c:10]1[c:11]-2[s:12][c:13]([C:15](=[O:16])[NH:17][c:18]2[c:19]([Cl:24])[cH:20][cH:21][cH:22][cH:23]2)[cH:14]1.[CH2:48]1[O:49][CH2:50][CH2:51][O:52][CH2:53]1.[CH3:26][O:27][c:28]1[cH:29][cH:30][c:31]([P:32]2(=[S:35])[S:33][P:34]([c:36]3[cH:37][cH:38][c:39]([O:40][CH3:41])[cH:42][cH:43]3)(=[S:44])[S:45]2)[cH:46][cH:47]1>>[Br:1][c:2]1[cH:3][cH:4][c:5]2[c:6]([cH:25]1)[O:7][CH2:8][CH2:9][c:10]1[c:11]-2[s:12][c:13]([C:15]([NH:17][c:18]2[c:19]([Cl:24])[cH:20][cH:21][cH:22][cH:23]2)=[S:35])[cH:14]1. Starting materials: C(C)(C)(C)OC(C(C(C)C)NS(=O)(=O)C1=CC=C(C=C1)C1=CC=C(C=C1)OC1=NC=C(C=C1)C(F)(F)F)=O (3-Methyl-2-[4′-(5-trifluoromethyl-pyridin-2-yloxy)-biphenyl-4-sulfonylamino]-butyric acid tert-butyl ester), C(=O)(C(F)(F)F)O (TFA). Solvent: C(Cl)Cl (CH2Cl2). Run at time 6 hour. Yields the product CC(C(C(=O)O)NS(=O)(=O)C1=CC=C(C=C1)C1=CC=C(C=C1)OC1=NC=C(C=C1)C(F)(F)F)C (3-Methyl-2-[4′-(5-trifluoromethyl-pyridin-2-yloxy)-biphenyl-4-sulfonylamino]-butyric acid). The yield is 66.0%. As a reaction SMILES: C([O:5][C:6](=[O:38])[CH:7]([NH:11][S:12]([C:15]1[CH:20]=[CH:19][C:18]([C:21]2[CH:26]=[CH:25][C:24]([O:27][C:28]3[CH:33]=[CH:32][C:31]([C:34]([F:37])([F:36])[F:35])=[CH:30][N:29]=3)=[CH:23][CH:22]=2)=[CH:17][CH:16]=1)(=[O:14])=[O:13])[CH:8]([CH3:10])[CH3:9])(C)(C)C.C(O)(C(F)(F)F)=O>C(Cl)Cl>[CH3:9][CH:8]([CH3:10])[CH:7]([NH:11][S:12]([C:15]1[CH:16]=[CH:17][C:18]([C:21]2[CH:26]=[CH:25][C:24]([O:27][C:28]3[CH:33]=[CH:32][C:31]([C:34]([F:36])([F:35])[F:37])=[CH:30][N:29]=3)=[CH:23][CH:22]=2)=[CH:19][CH:20]=1)(=[O:14])=[O:13])[C:6]([OH:38])=[O:5]. Procedure details: 3-Methyl-2-[4′-(5-trifluoromethyl-pyridin-2-yloxy)-biphenyl-4-sulfonylamino]-butyric acid tert-butyl ester (97 mg) was dissolved in CH2Cl2 (6 mL) and added with TFA (2 mL). Reaction was complete in 6 hrs as determined by TLC. After removing solvent, residue was purified by column chromatography (10% MeOH/CH2Cl2) to afford 3-Methyl-2-[4′-(5-trifluoromethyl-pyridin-2-yloxy)-biphenyl-4-sulfonylamino]-butyric acid in 66% yield (54.5 mg). Procedure details: A 29.6% aqueous ammonium hydroxide solution (17.6 mL, 134 mmol) was added dropwise to a stirred, chilled (ice bath) solution of (E)-2-(6-fluoro-1-indanylidene)acetyl chloride (14.1 g, 67 mmol) in dichloromethane (165 mL). After an hour, the resulting white precipitate was collected by filtration, dissolved in ethyl acetate (600 mL) and washed with water (3×300 mL). The ethyl acetate layer was dried over sodium sulfate and concentrated in vacuo. The resulting off-white solid was washed with hexan... The yield is 90.6%. Reactants: [OH-].[NH4+] (ammonium hydroxide), FC1=CC=C2CC/C(/C2=C1)=C\C(=O)Cl ((E)-2-(6-fluoro-1-indanylidene)acetyl chloride). RXN SMILES: [OH-].[NH4+:2].[F:3][C:4]1[CH:12]=[C:11]2[C:7]([CH2:8][CH2:9]/[C:10]/2=[CH:13]\[C:14](Cl)=[O:15])=[CH:6][CH:5]=1>ClCCl>[F:3][C:4]1[CH:12]=[C:11]2[C:7]([CH2:8][CH2:9]/[C:10]/2=[CH:13]\[C:14]([NH2:2])=[O:15])=[CH:6][CH:5]=1 |f:0.1|. Product: FC1=CC=C2CC/C(/C2=C1)=C\C(=O)N ((E)-2-(6-fluoro-1-indanylidene)acetamide). The solvent is ClCCl (dichloromethane). Reactants: C1CCOC1, CC(C)N, [Cl-], O=C(Cl)C(=O)Cl, CN(C)C=O, O=C(O)c1cccc(-c2ccccc2)c1. Yields the product CC(C)NC(=O)c1cccc(-c2ccccc2)c1. Reaction SMILES: [CH2:27]1[O:28][CH2:29][CH2:30][CH2:31]1.[CH3:22][CH:23]([CH3:24])[NH2:25].[Cl-:26].[Cl:1][C:2]([C:3]([Cl:4])=[O:5])=[O:6].[O:32]=[CH:33][N:34]([CH3:35])[CH3:36].[c:7]1(-[c:13]2[cH:14][c:15]([C:16](=[O:17])[OH:18])[cH:19][cH:20][cH:21]2)[cH:8][cH:9][cH:10][cH:11][cH:12]1>>[c:7]1(-[c:13]2[cH:14][c:15]([C:16](=[O:18])[NH:25][CH:23]([CH3:22])[CH3:24])[cH:19][cH:20][cH:21]2)[cH:8][cH:9][cH:10][cH:11][cH:12]1. The reactants are BrC=1C=NC=C2C=CC(=NC12)C(=O)N (8-Bromo-1,6-naphthyridine-2-carboxamide), N1CCCCC1 (piperidine), C([O-])([O-])=O.[K+].[K+] (potassium carbonate). Reagents/catalysts: [I-].C(CCC)[N+](CCCC)(CCCC)CCCC (tetrabutylammonium iodide). Conditions: temperature 110 celsius, time 4 hour. The product is N1(CCCCC1)C=1C=NC=C2C=CC(=NC12)C(=O)N (8-Piperidin-1-yl-1,6-naphthyridine-2-carboxamide). Isolated yield 61.9%. As a reaction SMILES: Br[C:2]1[CH:3]=[N:4][CH:5]=[C:6]2[C:11]=1[N:10]=[C:9]([C:12]([NH2:14])=[O:13])[CH:8]=[CH:7]2.[NH:15]1[CH2:20][CH2:19][CH2:18][CH2:17][CH2:16]1.C(=O)([O-])[O-].[K+].[K+]>[I-].C([N+](CCCC)(CCCC)CCCC)CCC>[N:15]1([C:2]2[CH:3]=[N:4][CH:5]=[C:6]3[C:11]=2[N:10]=[C:9]([C:12]([NH2:14])=[O:13])[CH:8]=[CH:7]3)[CH2:20][CH2:19][CH2:18][CH2:17][CH2:16]1 |f:2.3.4,5.6|. Procedure details: 8-Bromo-1,6-naphthyridine-2-carboxamide (22.4 g, 99 mmol) produced in Example 12 (12a) was dissolved in piperidine (152 g, 1.78 mol), to which potassium carbonate (36.9 g, 267 mmol) and tetrabutylammonium iodide (TBAI) (11.8 g, 99 mmol) were then added, followed by stirring at 110° C. for four hours. Piperidine was distilled off under reduced pressure. Toluene and water were added to the residue thus obtained, and the resulting mixture was partitioned (the pH of the aqueous layer was adjusted to... Starting materials: BrCC1=CC=C(C=C1)CC(=O)O (4-(Bromomethyl)phenylacetic acid), C[O-].[Na+] (sodium methoxide). The solvent is CO (methanol). The product is COCC1=CC=C(C=C1)CC(=O)O ([4-(Methoxymethyl)phenyl]acetic acid). As a reaction SMILES: Br[CH2:2][C:3]1[CH:8]=[CH:7][C:6]([CH2:9][C:10]([OH:12])=[O:11])=[CH:5][CH:4]=1.[CH3:13][O-:14].[Na+]>CO>[CH3:13][O:14][CH2:2][C:3]1[CH:8]=[CH:7][C:6]([CH2:9][C:10]([OH:12])=[O:11])=[CH:5][CH:4]=1 |f:1.2|. Reported procedure: 4-(Bromomethyl)phenylacetic acid (4.85 g, 21.17 mmole), sodium methoxide (30% in methanol, ˜12 ml, ˜65 mmole)) and methanol (30 ml) were mixed and refluxed over night. The reaction mixture was allowed to cool down and was then acidified with HCL (1M). Methanol was evaporated. Water was added and the reaction mixture was extracted three times with dichloromethane. The combined organic phases was washed with brine and dried with NA2SO4. Evaporation gave 3.6 g, 94.4%, of the desired product. Reactants: COC(\C=C\C=1C=C2C(CC3(CN(C3)CCC3=CC=CC=C3)OC2=CC1)=O)=O ((E)-3-[1′-(2-Phenyl-ethyl)-4-oxo-spiro(chromane-2,3′-azetidine)-6-yl]-acrylic acid methyl ester), Cl (HCl). The solvent is CC(=O)O (AcOH). Yields the product C1(=CC=CC=C1)CCN1CC2(C1)OC1=CC=C(C=C1C(C2)=O)/C=C/C(=O)O ((E)-3-[1′-(2-phenyl-ethyl)-4-oxo-spiro(chromane-2,3′-azetidine)-6-yl]-acrylic acid). The yield is 94.7%. RXN SMILES: C[O:2][C:3](=[O:28])/[CH:4]=[CH:5]/[C:6]1[CH:7]=[C:8]2[C:24](=[CH:25][CH:26]=1)[O:23][C:11]1([CH2:14][N:13]([CH2:15][CH2:16][C:17]3[CH:22]=[CH:21][CH:20]=[CH:19][CH:18]=3)[CH2:12]1)[CH2:10][C:9]2=[O:27].Cl>CC(O)=O>[C:17]1([CH2:16][CH2:15][N:13]2[CH2:14][C:11]3([CH2:10][C:9](=[O:27])[C:8]4[C:24](=[CH:25][CH:26]=[C:6](/[CH:5]=[CH:4]/[C:3]([OH:28])=[O:2])[CH:7]=4)[O:23]3)[CH2:12]2)[CH:18]=[CH:19][CH:20]=[CH:21][CH:22]=1. Procedure details: (E)-3-[1′-(2-Phenyl-ethyl)-4-oxo-spiro(chromane-2,3′-azetidine)-6-yl]-acrylic acid methyl ester (350 mg, 0.93 mmol) was hydrolyzed with AcOH (6 ml) and aqueous 20% HCl solution (6 ml) following the procedure described in Example 31, Step B, giving (E)-3-[1′-(2-phenyl-ethyl)-4-oxo-spiro(chromane-2,3′-azetidine)-6-yl]-acrylic acid (320 mg, hydrochloride salt) as a yellow solid. Starting materials: Cc1ccncc1-c1nc(-c2cccc(C(=O)O)c2)cs1, CCN, O=S(Cl)Cl. The product is CCNC(=O)c1cccc(-c2csc(-c3cnccc3C)n2)c1. RXN SMILES: [CH3:1][c:2]1[c:3](-[c:8]2[s:9][cH:10][c:11](-[c:13]3[cH:14][c:15]([C:16](=[O:17])[OH:18])[cH:19][cH:20][cH:21]3)[n:12]2)[cH:4][n:5][cH:6][cH:7]1.[CH3:26][CH2:27][NH2:28].[S:22]([Cl:23])([Cl:24])=[O:25]>>[CH3:1][c:2]1[c:3](-[c:8]2[s:9][cH:10][c:11](-[c:13]3[cH:14][c:15]([C:16](=[O:18])[NH:28][CH2:27][CH3:26])[cH:19][cH:20][cH:21]3)[n:12]2)[cH:4][n:5][cH:6][cH:7]1.